From a dataset of the Open Reaction Database (ORD), a public repository of structured organic reaction records. describe an organic reaction: reactants, conditions, products, and yield The reactants are Br.ClC1=C(C=C(C=C1)C1(N(C(SC1)=NC1=CC=CC=C1)C)O)S(=O)(=O)Cl (4-(4-chloro-3-chlorosulfonylphenyl)-3-methyl-2-phenyliminothiazolidin-4-ol hydrobromide), O=P12OP3(=O)OP(=O)(O1)OP(=O)(O2)O3 (phosphorus pentoxide). Solvent: O (water). The product is Br.ClC1=C(C=C(C=C1)C=1N(C(SC1)=NC1=CC=CC=C1)C)S(=O)(=O)Cl (4-(4-Chloro-3-chlorosulfonylphenyl)-3-methyl-2-phenylimino-4-thiazoline hydrobromide). As a reaction SMILES: [BrH:1].[Cl:2][C:3]1[CH:8]=[CH:7][C:6]([C:9]2(O)[CH2:13][S:12][C:11](=[N:14][C:15]3[CH:20]=[CH:19][CH:18]=[CH:17][CH:16]=3)[N:10]2[CH3:21])=[CH:5][C:4]=1[S:23]([Cl:26])(=[O:25])=[O:24].O=P12OP3(OP(OP(O3)(O1)=O)(=O)O2)=O>O>[BrH:1].[Cl:2][C:3]1[CH:8]=[CH:7][C:6]([C:9]2[N:10]([CH3:21])[C:11](=[N:14][C:15]3[CH:20]=[CH:19][CH:18]=[CH:17][CH:16]=3)[S:12][CH:13]=2)=[CH:5][C:4]=1[S:23]([Cl:26])(=[O:24])=[O:25] |f:0.1,4.5|. Procedure: 2.5 g (50 mmoles) of 4-(4-chloro-3-chlorosulfonylphenyl)-3-methyl-2-phenyliminothiazolidin-4-ol hydrobromide are heated rapidly in a jacket, which has been preheated to 220° C., in vacuo (0.1 mm Hg) over phosphorus pentoxide. The substance melts with foaming, as a result of the elimination of water, and solidifies immediately after the end of the reaction, with recrystallization. Slightly green colored crystals; melting point 264° C.